From a dataset of the Open Reaction Database (ORD), a public repository of structured organic reaction records. describe an organic reaction: reactants, conditions, products, and yield Reactants: Intermediate 100, C(C)N1N=C(C(=C1)B1OC(C(O1)(C)C)(C)C)C1=CC=C(C=C1)[N+](=O)[O-] (1-ethyl-3-(4-nitrophenyl)-4-(4,4,5,5-tetramethyl-1,3,2-dioxaborolan-2-yl)-1H-pyrazole), BrC1=C2C=C(N(C2=CC=C1)S(=O)(=O)C1=CC=CC=C1)C1=CC=C(C=O)C=C1 (4-[4-bromo-1-(phenylsulfonyl)-1H-indol-2-yl]benzaldehyde). Product: C(C)N1N=C(C(=C1)C1=C2C=C(N(C2=CC=C1)S(=O)(=O)C1=CC=CC=C1)C1=CC=C(C=O)C=C1)C1=CC=C(C=C1)[N+](=O)[O-] (4-[4-[1-ethyl-3-(4-nitrophenyl)-1H-pyrazol-4-yl]-1-(phenylsulfonyl)-1H-indol-2-yl]benzaldehyde). As a reaction SMILES: [CH2:1]([N:3]1[CH:7]=[C:6](B2OC(C)(C)C(C)(C)O2)[C:5]([C:17]2[CH:22]=[CH:21][C:20]([N+:23]([O-:25])=[O:24])=[CH:19][CH:18]=2)=[N:4]1)[CH3:2].Br[C:27]1[CH:35]=[CH:34][CH:33]=[C:32]2[C:28]=1[CH:29]=[C:30]([C:45]1[CH:52]=[CH:51][C:48]([CH:49]=[O:50])=[CH:47][CH:46]=1)[N:31]2[S:36]([C:39]1[CH:44]=[CH:43][CH:42]=[CH:41][CH:40]=1)(=[O:38])=[O:37]>>[CH2:1]([N:3]1[CH:7]=[C:6]([C:27]2[CH:35]=[CH:34][CH:33]=[C:32]3[C:28]=2[CH:29]=[C:30]([C:45]2[CH:46]=[CH:47][C:48]([CH:49]=[O:50])=[CH:51][CH:52]=2)[N:31]3[S:36]([C:39]2[CH:44]=[CH:43][CH:42]=[CH:41][CH:40]=2)(=[O:38])=[O:37])[C:5]([C:17]2[CH:18]=[CH:19][C:20]([N+:23]([O-:25])=[O:24])=[CH:21][CH:22]=2)=[N:4]1)[CH3:2]. Reported procedure: Following the procedure described for Intermediate 100 using 1-ethyl-3-(4-nitrophenyl)-4-(4,4,5,5-tetramethyl-1,3,2-dioxaborolan-2-yl)-1H-pyrazole and 4-[4-bromo-1-(phenylsulfonyl)-1H-indol-2-yl]benzaldehyde provided the title compound. ESMS [M+H]+: The reactants are C(C1=CC=CC=C1)OCC=1NC(=C(N1)C(C)C)SC1=CC(=CC(=C1)Cl)Cl (2-benzyloxymethyl-5-(3,5-dichlorophenylthio)-4-isopropyl-1H-imidazole), BrCF (bromofluoromethane), C([O-])([O-])=O.[K+].[K+] (potassium carbonate). The solvent is CS(=O)C (dimethylsulfoxide), O (water). Run at temperature 1.5 celsius, time 3 hour. The product is C(C1=CC=CC=C1)OCC=1N(C(=C(N1)C(C)C)SC1=CC(=CC(=C1)Cl)Cl)CF (2-benzyloxymethyl-5-(3,5-dichlorophenylthio)-1-fluoromethyl-4-isopropyl-1H-imidazole), oil. The yield is 80.0%. As a reaction SMILES: [CH2:1]([O:8][CH2:9][C:10]1[NH:11][C:12]([S:18][C:19]2[CH:24]=[C:23]([Cl:25])[CH:22]=[C:21]([Cl:26])[CH:20]=2)=[C:13]([CH:15]([CH3:17])[CH3:16])[N:14]=1)[C:2]1[CH:7]=[CH:6][CH:5]=[CH:4][CH:3]=1.C(=O)([O-])[O-].[K+].[K+].Br[CH2:34][F:35]>CS(C)=O.O>[CH2:1]([O:8][CH2:9][C:10]1[N:11]([CH2:34][F:35])[C:12]([S:18][C:19]2[CH:24]=[C:23]([Cl:25])[CH:22]=[C:21]([Cl:26])[CH:20]=2)=[C:13]([CH:15]([CH3:17])[CH3:16])[N:14]=1)[C:2]1[CH:3]=[CH:4][CH:5]=[CH:6][CH:7]=1 |f:1.2.3|. Procedure details: In dimethylsulfoxide (20 ml)was dissolved 814 mg (2.0 mmol)of 2-benzyloxymethyl-5-(3,5-dichlorophenylthio)-4-isopropylimidazole (16a), with cooling to 0 to 3° C., followed by addition of 1.44 g (10.4 mmol)of potassium carbonate with stirring, and the mixture was stirred at the same temperature for 15 minutes. Then, 270 mg (2.40 mmol)of bromofluoromethane was added, and the mixture was stirred for 30 minutes at the same temperature and then for 3 hours at room temperature, and left overnight. The... The reactants are ClC=1C=CC(=C(CC2CNC(CN(C2=O)C(=O)NC(C(=O)NCC(=O)OC(C)(C)C)CC)=O)C1)OC (tert-butyl {[2-({[6-(5-chloro-2-methoxybenzyl)-3,7-dioxo-1,4-diazepan-1-yl]carbonyl}amino)butanoyl]amino}acetate), Cl.C(C)(C)(C)OC(CN)=O (glycine tert-butyl ester hydrochloride), NC=1C=C(C=CC1)S(=O)(=O)N (3-aminobenzenesulfonamide). The product is NS(=O)(=O)C=1C=C(NC(=O)[C@@H](CC)NC(=O)N2CC(NCC(C2=O)CC2=C(C=CC(=C2)Cl)OC)=O)C=CC1 (N-((1R)-1-{[3-(aminosulfonyl)anilino]carbonyl}propyl)-6-(5-chloro-2-methoxybenzyl)-3,7-dioxo-1,4-diazepan-1-carboxamide). RXN SMILES: [Cl:1][C:2]1[CH:3]=[CH:4][C:5]([O:35][CH3:36])=[C:6]([CH:34]=1)[CH2:7][CH:8]1[C:14](=[O:15])[N:13]([C:16]([NH:18][CH:19]([CH2:31][CH3:32])[C:20]([NH:22][CH2:23][C:24](OC(C)(C)C)=O)=[O:21])=[O:17])[CH2:12][C:11](=[O:33])[NH:10][CH2:9]1.Cl.C(OC(=O)CN)(C)(C)C.N[C:48]1[CH:49]=[C:50]([S:54]([NH2:57])(=[O:56])=[O:55])[CH:51]=CC=1>>[NH2:57][S:54]([C:50]1[CH:51]=[C:23]([CH:24]=[CH:48][CH:49]=1)[NH:22][C:20]([C@H:19]([NH:18][C:16]([N:13]1[C:14](=[O:15])[CH:8]([CH2:7][C:6]2[CH:34]=[C:2]([Cl:1])[CH:3]=[CH:4][C:5]=2[O:35][CH3:36])[CH2:9][NH:10][C:11](=[O:33])[CH2:12]1)=[O:17])[CH2:31][CH3:32])=[O:21])(=[O:56])=[O:55] |f:1.2|. Reported procedure: Instead of the starting material compound of Example 220, that is, glycine tert-butyl ester hydrochloride, 3-aminobenzenesulfonamide was used for the similar procedure as in Example 220 to obtain the title compound. Starting materials: C(C)OC([C@@H](N)CCC(=O)OCC)=O (L-glutamic acid diethyl ester), NC1=NC=2C=CC3=C(C2C(N1)=O)C=C(C=C3)NS(=O)(=O)C3=CC=C(C(=O)O)C=C3 (4-(((3-amino-1,2-dihydro-1-oxobenzo[f]quinazolin-9-yl)amino)sulfonyl)benzoic acid), O.ON1N=NC2=C1C=CC=C2 (1-hydroxybenzotriazole monohydrate), C1(CCCCC1)N=C=NC1CCCCC1 (dicyclohexylcarbodiimide). The solvent is CN(C=O)C (dimethylformamide). Run at time 20 hour. Product: NC1=NC=2C=CC3=C(C2C(N1)=O)C=C(C=C3)NS(=O)(=O)C3=CC=C(C(=O)N[C@@H](CCC(=O)OCC)C(=O)OCC)C=C3 (diethyl N-(4-(((3-amino-1,2-dihydro-1-oxobenzo[f]quinazolin-9-yl)amino)sulfonyl)benzoyl)-L-glutamate). Reaction SMILES: [CH2:1]([O:3][C:4](=[O:14])[C@H:5]([CH2:7][CH2:8][C:9]([O:11][CH2:12][CH3:13])=[O:10])[NH2:6])[CH3:2].[NH2:15][C:16]1[NH:25][C:24](=[O:26])[C:23]2[C:22]3[CH:27]=[C:28]([NH:31][S:32]([C:35]4[CH:43]=[CH:42][C:38]([C:39](O)=[O:40])=[CH:37][CH:36]=4)(=[O:34])=[O:33])[CH:29]=[CH:30][C:21]=3[CH:20]=[CH:19][C:18]=2[N:17]=1.O.ON1C2C=CC=CC=2N=N1.C1(N=C=NC2CCCCC2)CCCCC1>CN(C)C=O>[NH2:15][C:16]1[NH:25][C:24](=[O:26])[C:23]2[C:22]3[CH:27]=[C:28]([NH:31][S:32]([C:35]4[CH:43]=[CH:42][C:38]([C:39]([NH:6][C@H:5]([C:4]([O:3][CH2:1][CH3:2])=[O:14])[CH2:7][CH2:8][C:9]([O:11][CH2:12][CH3:13])=[O:10])=[O:40])=[CH:37][CH:36]=4)(=[O:34])=[O:33])[CH:29]=[CH:30][C:21]=3[CH:20]=[CH:19][C:18]=2[N:17]=1 |f:2.3|. Procedure: To a solution of L-glutamic acid diethyl ester (0.81 g, 4.0 mmoles) and 4-(((3-amino-1,2-dihydro-1-oxobenzo[f]quinazolin-9-yl)amino)sulfonyl)benzoic acid (0.43 g, 0.9 mmoles) in dry dimethylformamide (20 ml) was added 1-hydroxybenzotriazole monohydrate (0.43 g, 3.2 mmoles) and dicyclohexylcarbodiimide (0.66 g, 3.2 mmoles). The solution was stirred at room temperature under a nitrogen atmosphere for 20 hrs, after which time the solvent was removed under reduced pressure. The residue was recrystal... Reactants: BrCCCC(=O)C1=CC2=C(NC(CO2)=O)C=C1 (7-(4-bromoBUTYRYL)2,3-dihydro 3-oxo 1,4-benzoxazine), C(C)[SiH](CC)CC (triethylsilane). The solvent is FC(C(=O)O)(F)F (trifluoroacetic acid). Yields the product BrCCCCC1=CC2=C(NC(CO2)=O)C=C1 (7-(4-BROMOBUTYL)2,3-DIHYDRO 3-OXO 1,4-BENZOXAZINE). Yield: 80.0%. As a reaction SMILES: [Br:1][CH2:2][CH2:3][CH2:4][C:5]([C:7]1[CH:17]=[CH:16][C:10]2[NH:11][C:12](=[O:15])[CH2:13][O:14][C:9]=2[CH:8]=1)=O.C([SiH](CC)CC)C>FC(F)(F)C(O)=O>[Br:1][CH2:2][CH2:3][CH2:4][CH2:5][C:7]1[CH:17]=[CH:16][C:10]2[NH:11][C:12](=[O:15])[CH2:13][O:14][C:9]=2[CH:8]=1. Procedure details: In a 500-cm3 ground-necked flask surmounted by a condenser, and placed in an oil bath, 40.8 g (0.15 mol) of 7-(4-bromoBUTYRYL)2,3-dihydro 3-oxo 1,4-benzoxazine described in European Patent Application EP 0223674 are dissolved in 90 cm3 of trifluoroacetic acid with magnetic stirring and while the temperature is stabilized at 60° C. 52.7 cm3 (0.33 mol) of triethylsilane are introduced dropwise via a dropping funnel. After the addition, the heating is stopped and the mixture is then left stirring v... Starting materials: C(C)(C)(C)OC(=O)N(CC1=CC(=CC(=C1)COC1OCCCC1)NC(=O)OCC=C)C1=NC(=CC(=C1)N1CCOCC1)CSC=1SC(=NN1)CC (2-{N-tert-butoxycarbonyl-N-[3-(2-propenyloxycarbonylamino)-5-(2-tetrahydropyranyl)oxymethylbenzyl]amino}-6-(5-ethyl-1,3,4-thiadiazol-2-ylthiomethyl)-4-morpholinopyridine), compound. Solvent: Cl.CO (hydrogen chloride methanol), C(C)(=O)OCC (ethyl acetate). Run at temperature 60 celsius, time 2 hour. Product: C(C)C1=NN=C(S1)SCC1=CC(=CC(=N1)NCC1=CC(=CC(=C1)NC(=O)OCC=C)CO)N1CCOCC1 (6-(5-ethyl-1,3,4-thiadiazol-2-ylthiomethyl)-2-[3-hydroxymethyl-5-(2-propenyloxycarbonylamino)benzylamino]-4-morpholinopyridine). As a reaction SMILES: C(OC([N:8]([C:31]1[CH:36]=[C:35]([N:37]2[CH2:42][CH2:41][O:40][CH2:39][CH2:38]2)[CH:34]=[C:33]([CH2:43][S:44][C:45]2[S:46][C:47]([CH2:50][CH3:51])=[N:48][N:49]=2)[N:32]=1)[CH2:9][C:10]1[CH:15]=[C:14]([CH2:16][O:17]C2CCCCO2)[CH:13]=[C:12]([NH:24][C:25]([O:27][CH2:28][CH:29]=[CH2:30])=[O:26])[CH:11]=1)=O)(C)(C)C>Cl.CO.C(OCC)(=O)C>[CH2:50]([C:47]1[S:46][C:45]([S:44][CH2:43][C:33]2[N:32]=[C:31]([NH:8][CH2:9][C:10]3[CH:11]=[C:12]([NH:24][C:25]([O:27][CH2:28][CH:29]=[CH2:30])=[O:26])[CH:13]=[C:14]([CH2:16][OH:17])[CH:15]=3)[CH:36]=[C:35]([N:37]3[CH2:42][CH2:41][O:40][CH2:39][CH2:38]3)[CH:34]=2)=[N:49][N:48]=1)[CH3:51] |f:1.2|. Reported procedure: 2-{N-tert-butoxycarbonyl-N-[3-(2-propenyloxycarbonylamino)-5-(2-tetrahydropyranyl)oxymethylbenzyl]amino}-6-(5-ethyl-1,3,4-thiadiazol-2-ylthiomethyl)-4-morpholinopyridine (51 mg) was dissolved in 10% hydrogen chloride-methanol (2 ml), followed by stirring at 60° C. for two hours. After cooling naturally, the reaction solution was diluted with ethyl acetate, washed with a saturated sodium hydrogen carbonate aqueous solution and a saturated sodium chloride aqueous solution and then, dried over anhy... The reactants are O=C(O)c1ccc(N2CCN(C(=O)c3ccccc3)CC2)cc1NCc1ccccc1, C1CCOC1, C1CCOC1, CNC, [N-]=[N+]=NP(=O)(c1ccccc1)c1ccccc1. The product is CN(C)C(=O)c1ccc(N2CCN(C(=O)c3ccccc3)CC2)cc1NCc1ccccc1. As a reaction SMILES: [CH2:1]([c:2]1[cH:3][cH:4][cH:5][cH:6][cH:7]1)[NH:8][c:9]1[c:10]([C:11](=[O:12])[OH:13])[cH:14][cH:15][c:16]([N:18]2[CH2:19][CH2:20][N:21]([C:24]([c:25]3[cH:26][cH:27][cH:28][cH:29][cH:30]3)=[O:31])[CH2:22][CH2:23]2)[cH:17]1.[CH2:35]1[O:36][CH2:37][CH2:38][CH2:39]1.[CH2:57]1[O:58][CH2:59][CH2:60][CH2:61]1.[CH3:32][NH:33][CH3:34].[c:40]1([P:41]([N:42]=[N+:43]=[N-:44])([c:45]2[cH:46][cH:47][cH:48][cH:49][cH:50]2)=[O:51])[cH:52][cH:53][cH:54][cH:55][cH:56]1>>[CH2:1]([c:2]1[cH:3][cH:4][cH:5][cH:6][cH:7]1)[NH:8][c:9]1[c:10]([C:11](=[O:13])[N:33]([CH3:32])[CH3:34])[cH:14][cH:15][c:16]([N:18]2[CH2:19][CH2:20][N:21]([C:24]([c:25]3[cH:26][cH:27][cH:28][cH:29][cH:30]3)=[O:31])[CH2:22][CH2:23]2)[cH:17]1. Reactants: C(C)(C)(C)OC(N[C@@H](CCCCNC(=O)OCC1=CC=CC=C1)CN1C(C2=CC=CC=C2C1=O)=O)=O ([(S)-5-benzyloxycarbonylamino-1-(1,3-dioxo-1,3-dihydro-isoindol-2-ylmethyl)-pentyl]-carbamic acid tert-butyl ester), O.NN (hydrazine hydrate). Run in C(Cl)Cl (DCM), CCO (EtOH). Run at time 8 hour. Yields the product C(C)(C)(C)OC(N[C@@H](CCCCNC(=O)OCC1=CC=CC=C1)CN)=O (((S)-1-Aminomethyl-5-benzyloxycarbonylamino-pentyl)-carbamic acid tert-butyl ester). As a reaction SMILES: [C:1]([O:5][C:6](=[O:36])[NH:7][C@H:8]([CH2:24][N:25]1C(=O)C2C(=CC=CC=2)C1=O)[CH2:9][CH2:10][CH2:11][CH2:12][NH:13][C:14]([O:16][CH2:17][C:18]1[CH:23]=[CH:22][CH:21]=[CH:20][CH:19]=1)=[O:15])([CH3:4])([CH3:3])[CH3:2].O.NN>C(Cl)Cl.CCO>[C:1]([O:5][C:6](=[O:36])[NH:7][C@H:8]([CH2:24][NH2:25])[CH2:9][CH2:10][CH2:11][CH2:12][NH:13][C:14]([O:16][CH2:17][C:18]1[CH:19]=[CH:20][CH:21]=[CH:22][CH:23]=1)=[O:15])([CH3:4])([CH3:2])[CH3:3] |f:1.2|. Reported procedure: A solution of [(S)-5-benzyloxycarbonylamino-1-(1,3-dioxo-1,3-dihydro-isoindol-2-ylmethyl)-pentyl]-carbamic acid tert-butyl ester (0.63 g, 1.27 mmol) in DCM (5.1 ml) and EtOH (5.1 ml) is treated with hydrazine hydrate (0.318 g, 6.35 mmol) and the reaction mixture is stirred at room temperature overnight. A white precipitate forms which is removed by filtration and washed with DCM (3×10 ml). The filtrate is concentrated in vacuo and redissolved in DCM (15 ml) and MeOH (2 ml). Undissolved material ... Starting materials: NC1=C(N=NN1C1=CC=C(C=C1)Cl)C(=O)OCC (ethyl 5-amino-1-(p-chlorophenyl)-1,2,3-triazole-4-carboxylate), Cl (hydrochloric acid). Run in N1=CC=CC=C1 (pyridine). Product: ClC1=CC=C(C=C1)NC=1N=NNC1C(=O)OCC (Ethyl 4-(p-chlorophenylamino)-1,2,3-triazole-5-carboxylate). The yield is 100.0%. RXN SMILES: [NH2:1][C:2]1[N:6]([C:7]2[CH:12]=[CH:11][C:10]([Cl:13])=[CH:9][CH:8]=2)[N:5]=[N:4][C:3]=1[C:14]([O:16][CH2:17][CH3:18])=[O:15].Cl>N1C=CC=CC=1>[Cl:13][C:10]1[CH:11]=[CH:12][C:7]([NH:6][C:2]2[N:1]=[N:5][NH:4][C:3]=2[C:14]([O:16][CH2:17][CH3:18])=[O:15])=[CH:8][CH:9]=1. Procedure: A solution of ethyl 5-amino-1-(p-chlorophenyl)-1,2,3-triazole-4-carboxylate (10 g) in dry pyridine (50 ml) was refluxed for 6 hrs. and the cooled solution poured into dilute hydrochloric acid. The precipitated solid was filtered off and recrystallised from 90% ethanol to give 10 g (100%) of the rearrangement product of mp 161° C. (lit mp 162° C. Ger Offen No. 2,009,134 [1970]). (Found; C, 49.46; H, 4.31; N, 20.85; C11H11CIN4O2 requires; C, 49.54; H, 4.16; N, 21.01%).